This data is from the Open Reaction Database (ORD), a public repository of structured organic reaction records. The task is: describe an organic reaction: reactants, conditions, products, and yield Reactants: [N+](=O)([O-])C1=CC=C(C(=O)O[C@@H]2CC[C@@H](CC2)N2C(C3=CC=CC=C3C2=O)=O)C=C1 (cis-4-(1,3-dioxo-1,3-dihydro-2H-isoindol-2-yl)cyclohexyl 4-nitrobenzoate), C[O-].[Na+] (sodium methoxide), S(=O)(=O)(O)[O-].[K+] (potassium hydrogensulfate). The solvent is CO (methanol), O1CCCC1 (tetrahydrofuran). Run at temperature 0 celsius, time 30 minute. The product is O[C@H]1CC[C@H](CC1)N1C(C2=CC=CC=C2C1=O)=O (cis-2-(4-hydroxycyclohexyl)-1H-isoindole-1,3(2H)-dione). The yield is 74.9%. Reaction SMILES: [N+](C1C=CC(C([O:10][C@H:11]2[CH2:16][CH2:15][C@@H:14]([N:17]3[C:25](=[O:26])[C:24]4[C:19](=[CH:20][CH:21]=[CH:22][CH:23]=4)[C:18]3=[O:27])[CH2:13][CH2:12]2)=O)=CC=1)([O-])=O.C[O-].[Na+].S([O-])(O)(=O)=O.[K+]>CO.O1CCCC1>[OH:10][C@@H:11]1[CH2:12][CH2:13][C@H:14]([N:17]2[C:18](=[O:27])[C:19]3[C:24](=[CH:23][CH:22]=[CH:21][CH:20]=3)[C:25]2=[O:26])[CH2:15][CH2:16]1 |f:1.2,3.4|. Procedure details: To a suspension of cis-4-(1,3-dioxo-1,3-dihydro-2H-isoindol-2-yl)cyclohexyl 4-nitrobenzoate (2.0 g, 5.07 mmol) in a mixture of methanol (40 ml) and tetrahydrofuran (40 ml) was added 28%-sodium methoxide (1.04 ml, 5.07 mmol) at 0° C., and stirred at 0° C. for 30 minutes and then at room temperature for 3.5 hours. The reaction solution was adjusted to pH 4 with a 0.5M-aqueous potassium hydrogensulfate solution and distilled under reduced pressure to remove the solvent. The residue was added to wat... Reactants: COC1=C(C=NC=C1)CN1CCC(CC1)CCC1=C(C=CC=C1)C (1-[(4-methoxy-3-pyridinyl)methyl]-4-[2-(2-methylphenyl)ethyl]piperidine), C(C)(=O)OCC.Cl (hydrogen chloride-ethyl acetate). The solvent is C(C)O (ethanol). Product: O=C1C(=CNC=C1)CN1CCC(CC1)CCC1=C2C(=CC=C1)OCO2 (1-[(4-Oxo-1,4-dihydro-3-pyridinyl)methyl]-4-[2-[2,3-(methylenedioxy)phenyl]ethyl]piperidine). Reaction SMILES: C[O:2][C:3]1[CH:8]=[CH:7][N:6]=[CH:5][C:4]=1[CH2:9][N:10]1[CH2:15][CH2:14][CH:13]([CH2:16][CH2:17][C:18]2[CH:23]=[CH:22][CH:21]=[CH:20][C:19]=2C)[CH2:12][CH2:11]1.[C:25]([O:28]CC)(=[O:27])C.Cl>C(O)C>[O:2]=[C:3]1[CH:8]=[CH:7][NH:6][CH:5]=[C:4]1[CH2:9][N:10]1[CH2:15][CH2:14][CH:13]([CH2:16][CH2:17][C:18]2[CH:23]=[CH:22][CH:21]=[C:20]3[O:27][CH2:25][O:28][C:19]=23)[CH2:12][CH2:11]1 |f:1.2|. Reported procedure: 259 mg of 1-[(4-methoxy-3-pyridinyl)methyl]-4-[2-(2-methylphenyl)ethyl]piperidine was dissolved in 5 ml of ethanol. To the mixture was added 1.91 ml of a hydrogen chloride-ethyl acetate solution, followed by heating under reflux overnight. The solvent was evaporated, and to the residue was added a 2N hydrochloric acid (15 ml), followed by heating under reflux for further 7 hours. A sodium carbonate aqueous solution was added to the reaction solution, and the mixture was extracted with chloroform... Reactants: COC(=O)c1ccc(Cl)c(N)c1, CC(=O)[O-], CCOC(C)=O, Cl, O=N[O-], NC(N)=O, [Na+], [Na+], O, O=C(O)CS. The product is COC(=O)c1ccc(Cl)c(SCC(=O)O)c1. RXN SMILES: [CH3:1][O:2][C:3]([c:4]1[cH:5][c:6]([NH2:11])[c:7]([Cl:10])[cH:8][cH:9]1)=[O:12].[CH3:22][C:23](=[O:24])[O-:25].[CH3:33][CH2:34][O:35][C:36](=[O:37])[CH3:38].[ClH:31].[N:13]([O-:14])=[O:15].[NH2:17][C:18](=[O:19])[NH2:20].[Na+:16].[Na+:21].[OH2:32].[SH:26][CH2:27][C:28](=[O:29])[OH:30]>>[CH3:1][O:2][C:3]([c:4]1[cH:5][c:6]([S:26][CH2:27][C:28](=[O:29])[OH:30])[c:7]([Cl:10])[cH:8][cH:9]1)=[O:12]. Reactants: CI (methyl iodide), C(C)(C)N(C(C)C)CC (N,N-diisopropylethylamine), C(C)(C)(C)OC(=O)N1CCC(CC1)(C(=O)O)C1=CC=CC=C1 (1-tert-Butyloxycarbonyl-4-phenyl-piperidine-4-carboxylic acid). Run in C(C)#N (acetonitrile), C(C)(=O)OCC (ethyl acetate). The product is COC(=O)C1(CCN(CC1)C(=O)OC(C)(C)C)C1=CC=CC=C1 (1-tert-butyloxycarbonyl-4-phenyl-piperidine-4-carboxylic acid methyl ester). Isolated yield 97.6%. RXN SMILES: [C:1]([O:5][C:6]([N:8]1[CH2:13][CH2:12][C:11]([C:17]2[CH:22]=[CH:21][CH:20]=[CH:19][CH:18]=2)([C:14]([OH:16])=[O:15])[CH2:10][CH2:9]1)=[O:7])([CH3:4])([CH3:3])[CH3:2].CI.[CH:25](N(CC)C(C)C)(C)C>C(#N)C.C(OCC)(=O)C>[CH3:25][O:15][C:14]([C:11]1([C:17]2[CH:22]=[CH:21][CH:20]=[CH:19][CH:18]=2)[CH2:12][CH2:13][N:8]([C:6]([O:5][C:1]([CH3:4])([CH3:2])[CH3:3])=[O:7])[CH2:9][CH2:10]1)=[O:16]. Reported procedure: 1-tert-Butyloxycarbonyl-4-phenyl-piperidine-4-carboxylic acid (0.9162 g, 3 mmol) was allowed to react with methyl iodide (1.87 mL, 30 mmol, 10 eq.) in the presence of N,N-diisopropylethylamine (2.61 mL, 15 mmol, 5 eq.) in acetonitrile (30 mL) at 20° C. for 16 hours. The solution was diluted with ethyl acetate and washed with 1N HCl, saturated sodium bicarbonate and saturated sodium chloride. The organic phase was dried over magnesium sulfate and the solvent was concentrated in vacuo to give 0.93... Starting materials: O=C([O-])[O-], CC(C)=O, CCO, ClCc1ccccc1, Cl, [K+], [K+], [Na+], [OH-], O, O=C(O)c1ccc(O)cc1. Yields the product O=C(O)c1ccc(OCc2ccccc2)cc1. Reaction SMILES: [C:19](=[O:20])([O-:21])[O-:22].[CH3:28][C:29](=[O:30])[CH3:31].[CH3:33][CH2:34][OH:35].[Cl:11][CH2:12][c:13]1[cH:14][cH:15][cH:16][cH:17][cH:18]1.[ClH:27].[K+:23].[K+:24].[Na+:26].[OH-:25].[OH2:32].[OH:1][c:2]1[cH:3][cH:4][c:5]([C:6](=[O:7])[OH:8])[cH:9][cH:10]1>>[O:1]([c:2]1[cH:3][cH:4][c:5]([C:6](=[O:7])[OH:8])[cH:9][cH:10]1)[CH2:12][c:13]1[cH:14][cH:15][cH:16][cH:17][cH:18]1.